From a dataset of the Open Reaction Database (ORD), a public repository of structured organic reaction records. describe an organic reaction: reactants, conditions, products, and yield The reactants are [OH-].[Na+] (sodium hydroxide), C(C)O (ethanol), ClC1=C(C=C(C=C1)[C@@H]1[C@](N=C2SC(=C(N21)C(C)C)C(=O)OCC)(C)C=2C=NC(=CC2)Cl)F (ethyl (5R,6S)-5-(4-chloro-3-fluorophenyl)-6-(6-chloropyridin-3-yl)-3-isopropyl-6-methyl-5,6-dihydroimidazo[2,1-b][1,3]thiazole-2-carboxylate). Run in O (water). Conditions: temperature 60 celsius. Yields the product ClC1=C(C=C(C=C1)[C@@H]1[C@](N=C2SC(=C(N21)C(C)C)C(=O)O)(C)C=2C=NC(=CC2)Cl)F ((5R,6S)-5-(4-chloro-3-fluorophenyl)-6-(6-chloropyridin-3-yl)-3-isopropyl-6-methyl-5,6-dihydroimidazo[2,1-b][1,3]thiazole-2-carboxylic acid). Isolated yield 77.6%. As a reaction SMILES: [OH-].[Na+].C(O)C.[Cl:6][C:7]1[CH:12]=[CH:11][C:10]([C@H:13]2[N:20]3[C:16]([S:17][C:18]([C:24]([O:26]CC)=[O:25])=[C:19]3[CH:21]([CH3:23])[CH3:22])=[N:15][C@:14]2([C:30]2[CH:31]=[N:32][C:33]([Cl:36])=[CH:34][CH:35]=2)[CH3:29])=[CH:9][C:8]=1[F:37]>O>[Cl:6][C:7]1[CH:12]=[CH:11][C:10]([C@H:13]2[N:20]3[C:16]([S:17][C:18]([C:24]([OH:26])=[O:25])=[C:19]3[CH:21]([CH3:22])[CH3:23])=[N:15][C@:14]2([C:30]2[CH:31]=[N:32][C:33]([Cl:36])=[CH:34][CH:35]=2)[CH3:29])=[CH:9][C:8]=1[F:37] |f:0.1|. Procedure details: 1 N aqueous sodium hydroxide solution (6 ml) was added to an ethanol (30 ml) solution of the compound (2.06 g, 4.17 mmol) obtained in Step 12 above and the resulting mixture was stirred under heating at 60° C. for 16 hours. After cooling, the solvent was concentrated under reduced pressure and the residue obtained was diluted with water and then washed with diethyl ether. The aqueous layer was made into an acidic solution by the gradual addition of 1 N aqueous hydrochloric acid solution under ic... Starting materials: C(C)N1C(=NC(=C1)[N+](=O)[O-])C(=O)OCC (ethyl 1-ethyl-4-nitro-1H-imidazole-2-carboxylate), N1=C(C=CC=C1)N1CCNCC1 (N-(pyridin-2-yl)piperazine). Reaction conditions: temperature 100 celsius, time 8 hour. The product is C(C)N1C(=NC(=C1)[N+](=O)[O-])C(=O)N1CCN(CC1)C1=NC=CC=C1 (1-[(1-Ethyl-4-nitro-1H-imidazol-2-yl)carbonyl]-4-(pyridin-2-yl)piperazine). RXN SMILES: [CH2:1]([N:3]1[CH:7]=[C:6]([N+:8]([O-:10])=[O:9])[N:5]=[C:4]1[C:11]([O:13]CC)=O)[CH3:2].[N:16]1[CH:21]=[CH:20][CH:19]=[CH:18][C:17]=1[N:22]1[CH2:27][CH2:26][NH:25][CH2:24][CH2:23]1>>[CH2:1]([N:3]1[CH:7]=[C:6]([N+:8]([O-:10])=[O:9])[N:5]=[C:4]1[C:11]([N:25]1[CH2:26][CH2:27][N:22]([C:17]2[CH:18]=[CH:19][CH:20]=[CH:21][N:16]=2)[CH2:23][CH2:24]1)=[O:13])[CH3:2]. Procedure details: A mixture of 1.23 g (5.06 mmol) of ethyl 1-ethyl-4-nitro-1H-imidazole-2-carboxylate (prepared in analogy to Example 10A) and 2.48 g (15.2 mmol) of N-(pyridin-2-yl)piperazine is stirred at 100° C. overnight. For the work-up, the crude mixture obtained is purified by preparative HPLC. 0.724 g (43% of theory) of product are obtained. Reactants: C1CCOC1, COC(=O)C1(C)CCCC1=O. Yields the product COC(=O)C1(C)CCCC1O. As a reaction SMILES: [CH2:12]1[O:13][CH2:14][CH2:15][CH2:16]1.[CH3:1][C:2]1([C:8](=[O:9])[O:10][CH3:11])[C:3](=[O:7])[CH2:4][CH2:5][CH2:6]1>>[CH3:1][C:2]1([C:8](=[O:9])[O:10][CH3:11])[CH:3]([OH:7])[CH2:4][CH2:5][CH2:6]1. Reactants: COc1ccc(Cn2nc(I)c3c(Oc4ccc(N)cc4F)ccnc32)cc1, NC1CCN(CCF)CC1. Product: COc1ccc(Cn2nc(NC3CCN(CCF)CC3)c3c(Oc4ccc(N)cc4F)ccnc32)cc1. As a reaction SMILES: [CH3:1][O:2][c:3]1[cH:4][cH:5][c:6]([CH2:7][n:8]2[n:9][c:10]([I:26])[c:11]3[c:12]2[n:13][cH:14][cH:15][c:16]3[O:17][c:18]2[c:19]([F:25])[cH:20][c:21]([NH2:24])[cH:22][cH:23]2)[cH:27][cH:28]1.[F:29][CH2:30][CH2:31][N:32]1[CH2:33][CH2:34][CH:35]([NH2:38])[CH2:36][CH2:37]1>>[CH3:1][O:2][c:3]1[cH:4][cH:5][c:6]([CH2:7][n:8]2[n:9][c:10]([NH:38][CH:35]3[CH2:34][CH2:33][N:32]([CH2:31][CH2:30][F:29])[CH2:37][CH2:36]3)[c:11]3[c:12]2[n:13][cH:14][cH:15][c:16]3[O:17][c:18]2[c:19]([F:25])[cH:20][c:21]([NH2:24])[cH:22][cH:23]2)[cH:27][cH:28]1. RXN SMILES: [NH2:1][CH2:2][C:3]1[CH:8]=[CH:7][CH:6]=[CH:5][N:4]=1.ClC[C:11]([N:13](CCCCCC)CCCCCC)=[O:12].C(N(C(C)C)CC)(C)C.C(COC)[O:36]C>CCCCCCC>[N:4]1[CH:5]=[CH:6][CH:7]=[C:8]([C:11]([NH2:13])=[O:12])[C:3]=1[C:2]([NH2:1])=[O:36]. The solvent is CCCCCCC (heptane). The reactants are C(C)(C)N(CC)C(C)C (diisopropylethylamine), C(OC)COC (dimethoxyethane), NCC1=NC=CC=C1 (2-(aminomethyl)pyridine), ClCC(=O)N(CCCCCC)CCCCCC (2-chloro-N,N-dihexylacetamide). Yields the product N1=C(C(=CC=C1)C(=O)N)C(=O)N (Pyridine diamide), pure product. Procedure details: Pyridine diamide 3 was prepared according to the general procedure described in Example 8 using 2-(aminomethyl)pyridine (0.015 mol), 2-chloro-N,N-dihexylacetamide (0.048 mol), diisopropylethylamine (0.033 mol) and dimethoxyethane (25 mL). The product was isolated from a heptane extraction of the acidic aqueous layer. The product was made basic by extraction with aqueous NaaOH. The organic solution was concentration, and the residue was distilled (200° C., 0.05 mm) to afford 6.1 g of pure product... Starting materials: CC(=O)C1=C(C=CC(=C1)F)F (2,5-difluoroacetophenone), FC(C(=O)OCC)(F)F (ethyl trifluoroacetate), C[O-].[Na+] (sodium methoxide). Solvent: CCOCC (ether), CO (methanol). Run at time 1 hour. Product: FC1=C(C=C(C=C1)F)C(CC(=O)C(F)(F)F)=O (1-(2,5-difluorophenyl)-3-(trifluoromethyl)-propane-1,3-dione). Yield: 91.3%. RXN SMILES: [CH3:1][C:2]([C:4]1[CH:9]=[C:8]([F:10])[CH:7]=[CH:6][C:5]=1[F:11])=[O:3].[F:12][C:13]([F:20])([F:19])[C:14](OCC)=[O:15].C[O-].[Na+]>CCOCC.CO>[F:11][C:5]1[CH:6]=[CH:7][C:8]([F:10])=[CH:9][C:4]=1[C:2](=[O:3])[CH2:1][C:14]([C:13]([F:20])([F:19])[F:12])=[O:15] |f:2.3|. Reported procedure: 28.5 g of 2,5-difluoroacetophenone and 26 g of ethyl trifluoroacetate were stirred in 400 ml of anhydrous ether and cooled in an ice bath. 42 ml of 25 wt % sodium methoxide in methanol was then added over 5 minutes. After stirring 1 hour at room temperature, the reaction mixture was extracted with water, the water acidified and extracted with methylene chloride to give 42 g of 1-(2,5-difluorophenyl)-3-(trifluoromethyl)-propane-1,3-dione. The reactants are BrC1=C(C=C2CCC(C2=C1)=O)OC (6-Bromo-5-methoxy-indan-1-one), C(CCC)ON=O (n-butylnitrite). Yields the product BrC1=C(C=C2CC(C(C2=C1)=O)=NO)OC (6-Bromo-5-methoxy-indan-1,2-dione 2-oxime). As a reaction SMILES: [Br:1][C:2]1[CH:10]=[C:9]2[C:5]([CH2:6][CH2:7][C:8]2=[O:11])=[CH:4][C:3]=1[O:12][CH3:13].C([O:18][N:19]=O)CCC>>[Br:1][C:2]1[CH:10]=[C:9]2[C:5]([CH2:6][C:7](=[N:19][OH:18])[C:8]2=[O:11])=[CH:4][C:3]=1[O:12][CH3:13]. Procedure details: Similar procedure as described in example 9B was used, starting from 6-Bromo-5-methoxy-indan-1-one and n-butylnitrite to give 6-Bromo-5-methoxy-indan-1,2-dione 2-oxime. LC-MS: m/e 270 (MH+). Run in CO (methanol). Product: COC1=CC=C(C=C1)CC=O (p-methoxyphenylacetaldehyde). Yield: 53.0%. Procedure details: 2.65 g of methyl 2-(p-methoxyphenyl)-1-methylthioethyl sulfoxide was dissolved in 50 ml. of methanol, and with the addition of 20 ml. of 1N sulfuric acid, the solution was heated for 6 hours at 50°C. The reaction mixture was concentrated at reduced pressure to 20 ml., and extracted with ether (150 ml., 2 times). The extracted layer was washed with water and then with an aqueous solution of sodium hydrogencarbonate, and dried with anhydrous sodium sulfate. It was then concentrated at reduced pres... Reaction SMILES: [CH3:1][O:2][C:3]1[CH:8]=[CH:7][C:6]([CH2:9][CH:10](S(C)=O)SC)=[CH:5][CH:4]=1.S(=O)(=O)(O)[OH:17]>CO>[CH3:1][O:2][C:3]1[CH:8]=[CH:7][C:6]([CH2:9][CH:10]=[O:17])=[CH:5][CH:4]=1. Starting materials: COC1=CC=C(C=C1)CC(SC)S(=O)C (methyl 2-(p-methoxyphenyl)-1-methylthioethyl sulfoxide), S(O)(O)(=O)=O (sulfuric acid). The reactants are C([O-])([O-])=O.[K+].[K+] (potassium carbonate), [I-].[K+] (potassium iodide), OC1=CC=C(C=O)C=C1 (4-hydroxybenzaldehyde), ClCCCCCCCCO (8-chlorooctan-1-ol). The solvent is CN(C=O)C (N,N-dimethylformamide). Conditions: temperature 100 celsius, time 48 hour. Yields the product OCCCCCCCCOC1=CC=C(C=O)C=C1 (4-[(8-hydroxyoctyl)oxy]benzaldehyde), solid. Isolated yield 62.0%. Reaction SMILES: [OH:1][C:2]1[CH:9]=[CH:8][C:5]([CH:6]=[O:7])=[CH:4][CH:3]=1.Cl[CH2:11][CH2:12][CH2:13][CH2:14][CH2:15][CH2:16][CH2:17][CH2:18][OH:19].C(=O)([O-])[O-].[K+].[K+].[I-].[K+]>CN(C)C=O>[OH:19][CH2:18][CH2:17][CH2:16][CH2:15][CH2:14][CH2:13][CH2:12][CH2:11][O:1][C:2]1[CH:9]=[CH:8][C:5]([CH:6]=[O:7])=[CH:4][CH:3]=1 |f:2.3.4,5.6|. Reported procedure: 20.0 g (164 mmol) of 4-hydroxybenzaldehyde and 30.0 g (182 mmol) of 8-chlorooctan-1-ol are dissolved in 200 mL of N,N-dimethylformamide. 29.0 g (210 mmol) of potassium carbonate and 2.7 g (16 mmol) of potassium iodide are added and the suspension is heated to 100° C. After 48 h, the excess of potassium carbonate is filtered off and the resulting filtrate is poured to icy water. The aqueous layer is extracted twice with ethyl acetate. Combined organic layers are washed with brine and evaporated t... The reactants are C(C1=CC=CC=C1)OC1=CC=2N(C=C1)C=NN2 (7-(benzyloxy)-[1,2,4]triazolo[4,3-a]pyridine). The reagents and catalysts are [Pd] (Pd/C). Solvent: C(C)O (ethanol). Reaction conditions: time 3 hour. Product: N=1N=CN2C1C=C(C=C2)O ([1,2,4]triazolo[4,3-a]pyridin-7-ol). RXN SMILES: C([O:8][C:9]1[CH:14]=[CH:13][N:12]2[CH:15]=[N:16][N:17]=[C:11]2[CH:10]=1)C1C=CC=CC=1>C(O)C.[Pd]>[N:17]1[N:16]=[CH:15][N:12]2[CH:13]=[CH:14][C:9]([OH:8])=[CH:10][C:11]=12. Procedure details: To a solution of 7-(benzyloxy)-[1,2,4]triazolo[4,3-a]pyridine (0.512 g, 2.27 mmol) in ethanol (30 mL) was added Pd/C (0.5 g). After stirring under a hydrogen balloon for 3 hours, the mixture was filtered through celite and washed with ethanol (30 mL). The filtrate was concentrated under reduced pressure and chromatographed (20:1 dichloromethane/methanol) to provide the product.